Dataset: the Open Reaction Database (ORD), a public repository of structured organic reaction records. Task: describe an organic reaction: reactants, conditions, products, and yield Starting materials: BrCc1ccccc1, O=C([O-])[O-], COC(=O)c1ccc2ccc(O)cc2c1, [Cs+], [Cs+], CN(C)C=O. The product is COC(=O)c1ccc2ccc(OCc3ccccc3)cc2c1. RXN SMILES: [Br:16][CH2:17][c:18]1[cH:19][cH:20][cH:21][cH:22][cH:23]1.[C:24](=[O:25])([O-:26])[O-:27].[CH3:1][O:2][C:3](=[O:4])[c:5]1[cH:6][c:7]2[cH:8][c:9]([OH:15])[cH:10][cH:11][c:12]2[cH:13][cH:14]1.[Cs+:28].[Cs+:29].[O:30]=[CH:31][N:32]([CH3:33])[CH3:34]>>[CH3:1][O:2][C:3](=[O:4])[c:5]1[cH:6][c:7]2[cH:8][c:9]([O:15][CH2:17][c:18]3[cH:19][cH:20][cH:21][cH:22][cH:23]3)[cH:10][cH:11][c:12]2[cH:13][cH:14]1. Reactants: ClCCl, CCCC(NC(=O)Cc1cc(F)cc(F)c1)C(=O)Nc1nnc(C(C)(C)CO)s1. Product: CCCC(NC(=O)Cc1cc(F)cc(F)c1)C(=O)Nc1nnc(C(C)(C)C=O)s1. As a reaction SMILES: [CH2:30]([Cl:31])[Cl:32].[OH:1][CH2:2][C:3]([CH3:4])([CH3:5])[c:6]1[n:7][n:8][c:9]([NH:11][C:12]([CH:13]([CH2:14][CH2:15][CH3:16])[NH:17][C:18]([CH2:19][c:20]2[cH:21][c:22]([F:27])[cH:23][c:24]([F:26])[cH:25]2)=[O:28])=[O:29])[s:10]1>>[O:1]=[CH:2][C:3]([CH3:4])([CH3:5])[c:6]1[n:7][n:8][c:9]([NH:11][C:12]([CH:13]([CH2:14][CH2:15][CH3:16])[NH:17][C:18]([CH2:19][c:20]2[cH:21][c:22]([F:27])[cH:23][c:24]([F:26])[cH:25]2)=[O:28])=[O:29])[s:10]1. The reactants are FC=1C=C(C(=O)O)C=CC1O (3-fluoro-4-hydroxybenzoic acid), C(=O)([O-])[O-].[K+].[K+] (K2CO3), ICCC (1-iodopropane). The solvent is C(C)#N (acetonitrile). Conditions: temperature 60 celsius, time 7 hour. Product: FC=1C=C(C(=O)O)C=CC1OCCC (3-Fluoro-4-propoxybenzoic acid). As a reaction SMILES: [F:1][C:2]1[CH:3]=[C:4]([CH:8]=[CH:9][C:10]=1[OH:11])[C:5]([OH:7])=[O:6].C([O-])([O-])=O.[K+].[K+].I[CH2:19][CH2:20][CH3:21]>C(#N)C>[F:1][C:2]1[CH:3]=[C:4]([CH:8]=[CH:9][C:10]=1[O:11][CH2:19][CH2:20][CH3:21])[C:5]([OH:7])=[O:6] |f:1.2.3|. Procedure details: A mixture of 2 g of 3-fluoro-4-hydroxybenzoic acid and 5.31 g of K2CO3 in 50 ml of acetonitrile is refluxed for 24 hours, 0.5 ml of 1-iodopropane is added and the refluxing is continued for 7 hours. After cooling to AT, the reaction mixture is concentrated under vacuum, the residue is taken up with water, the mixture is extracted with EtOAc and the solvent is evaporated off under vacuum. The residue is taken up in 30 ml of EtOH, 5 ml of a concentrated NaOH solution are added, and the mixture is ... The reactants are CS(C)=O, CC(C)Oc1ccc(-c2nc(-c3cccc4c(Cl)nccc34)no2)cc1Cl, ClCCl, [H-], [Na+], O=C(O)C1CCCN1. RXN SMILES: [CH3:3][S:4](=[O:5])[CH3:6].[Cl:15][c:16]1[n:17][cH:18][cH:19][c:20]2[c:21](-[c:26]3[n:27][o:28][c:29](-[c:31]4[cH:32][c:33]([Cl:41])[c:34]([O:37][CH:38]([CH3:39])[CH3:40])[cH:35][cH:36]4)[n:30]3)[cH:22][cH:23][cH:24][c:25]12.[Cl:42][CH2:43][Cl:44].[H-:1].[Na+:2].[OH:7][C:8](=[O:9])[CH:10]1[CH2:11][CH2:12][CH2:13][NH:14]1>>[OH:7][C:8](=[O:9])[CH:10]1[CH2:11][CH2:12][CH2:13][N:14]1[c:16]1[n:17][cH:18][cH:19][c:20]2[c:21](-[c:26]3[n:27][o:28][c:29](-[c:31]4[cH:32][c:33]([Cl:41])[c:34]([O:37][CH:38]([CH3:39])[CH3:40])[cH:35][cH:36]4)[n:30]3)[cH:22][cH:23][cH:24][c:25]12. Product: CC(C)Oc1ccc(-c2nc(-c3cccc4c(N5CCCC5C(=O)O)nccc34)no2)cc1Cl. The reactants are [OH-].[Na+] (NaOH), Cl.C(C1=CC=CC=C1)(=N)N (benzamidine hydrochloride), C(C)OC(=O)CCCOC1=C(C(=C(C(=C1)C)S(=O)(=O)Cl)C)C (4-(3-ethoxycarbonylpropoxy)-2,3,6-trimethylbenzenesulfonyl chloride). Solvent: CC(=O)C (acetone), CC(=O)C (acetone). Run at time 10 minute. Yields the product C(C)OC(=O)CCCOC1=C(C(=C(C(=C1)C)S(=O)(=O)NC(C1=CC=CC=C1)=N)C)C (N-[4-(3-ethoxycarbonylpropoxy)-2,3,6-trimethylbenzenesulfonyl]benzamidine). Yield: 50.3%. As a reaction SMILES: [OH-].[Na+].Cl.[C:4]([NH2:12])(=[NH:11])[C:5]1[CH:10]=[CH:9][CH:8]=[CH:7][CH:6]=1.[CH2:13]([O:15][C:16]([CH2:18][CH2:19][CH2:20][O:21][C:22]1[CH:27]=[C:26]([CH3:28])[C:25]([S:29](Cl)(=[O:31])=[O:30])=[C:24]([CH3:33])[C:23]=1[CH3:34])=[O:17])[CH3:14]>CC(C)=O>[CH2:13]([O:15][C:16]([CH2:18][CH2:19][CH2:20][O:21][C:22]1[CH:27]=[C:26]([CH3:28])[C:25]([S:29]([NH:11][C:4](=[NH:12])[C:5]2[CH:10]=[CH:9][CH:8]=[CH:7][CH:6]=2)(=[O:31])=[O:30])=[C:24]([CH3:33])[C:23]=1[CH3:34])=[O:17])[CH3:14] |f:0.1,2.3|. Procedure details: 1N NaOH (6.43 ml) was added into a mixture of benzamidine hydrochloride (1.00 g) and acetone (25 ml) under ice-water cooling, and then a mixture of 4-(3-ethoxycarbonylpropoxy)-2,3,6-trimethylbenzenesulfonyl chloride (3.36 g) and acetone (5 ml) was added dropwise thereto over 10 minutes. The reaction mixture was stirred at room temperature for 2 hours. The reaction mixture was concentrated by N2 flow to remove the excess of solvents, and was poured into a mixture of water and AcOEt. The separated... Product: O[C@@H]1[C@H]([C@@H]2C[C@H]3[C@@]4(CCC[C@]([C@H]4CC[C@@]31CC2)(C(=O)O)C)C)S(=O)C ((1R,4S,5R,9S,10S,12S,13S,14S)-14-hydroxy-5,9-dimethyl-13-(methylsulfinyl)tetracyclo[10.2.2.01,10.04,9]hexadecane-5-carboxylic acid). RXN SMILES: COC[O:4][C@H:5]1[C@:18]23[CH2:19][CH2:20][C@@H:7]([CH2:8][C@H:9]2[C@@:10]2([CH3:25])[C@H:15]([CH2:16][CH2:17]3)[C@:14]([CH3:24])([C:21]([OH:23])=[O:22])[CH2:13][CH2:12][CH2:11]2)[C@@H:6]1[S:26]([CH3:28])=[O:27].FC(F)(F)C(O)=O>O1CCCC1>[OH:4][C@H:5]1[C@:18]23[CH2:19][CH2:20][C@@H:7]([CH2:8][C@H:9]2[C@@:10]2([CH3:25])[C@H:15]([CH2:16][CH2:17]3)[C@:14]([CH3:24])([C:21]([OH:23])=[O:22])[CH2:13][CH2:12][CH2:11]2)[C@@H:6]1[S:26]([CH3:28])=[O:27]. The solvent is O1CCCC1 (tetrahydrofuran). Reported procedure: To a solution of (1R,4S,5R,9S,10S,12S,13S,14S)-14-(methoxymethoxy)-5,9-dimethyl-13-(methylsulfinyl)tetracyclo[10.2.2.01,10.04,9]hexadecane-5-carboxylic acid (4.1 mg, 0.0099 mmol) obtained in Example 115 in tetrahydrofuran (2 mL) was added trifluoroacetic acid (2 mL) under stirring on ice. After stirring at 50° C. for 29 hours, the reaction mixture was evaporated, to give (1R,4S,5R,9S,10S,12S,13S,14S)-14-hydroxy-5,9-dimethyl-13-(methylsulfinyl)tetracyclo[10.2.2.01,10.04,9]hexadecane-5-carboxylic ... The reactants are COCO[C@@H]1[C@H]([C@@H]2C[C@H]3[C@@]4(CCC[C@]([C@H]4CC[C@@]31CC2)(C(=O)O)C)C)S(=O)C ((1R,4S,5R,9S,10S,12S,13S,14S)-14-(methoxymethoxy)-5,9-dimethyl-13-(methylsulfinyl)tetracyclo[10.2.2.01,10.04,9]hexadecane-5-carboxylic acid), FC(C(=O)O)(F)F (trifluoroacetic acid).